Dataset: the Open Reaction Database (ORD), a public repository of structured organic reaction records. Task: describe an organic reaction: reactants, conditions, products, and yield Starting materials: BrC1=CC=C(C2=CC=CC=C12)\C=N\O ((E)-N-[(4-bromonaphthalen-1-yl)methylidene]hydroxylamine), ClC1=CC(=CC(=C1)C(=C)C(F)(F)F)C(F)(F)F (1-chloro-3-(trifluoromethyl)-5-(3,3,3-trifluoroprop-1-en-2-yl)benzene), chlorosylsodium. The solvent is ClCCl (dichloromethane). Conditions: time 8 hour. Product: BrC1=CC=C(C2=CC=CC=C12)C1=NOC(C1)(C(F)(F)F)C1=CC(=CC(=C1)C(F)(F)F)Cl (3-(4-bromonaphthalen-1-yl)-5-[3-chloro-5-(trifluoromethyl)phenyl]-5-(trifluoromethyl)-4,5-dihydro-1,2-oxazole). RXN SMILES: [Br:1][C:2]1[C:11]2[C:6](=[CH:7][CH:8]=[CH:9][CH:10]=2)[C:5](/[CH:12]=[N:13]/[OH:14])=[CH:4][CH:3]=1.[Cl:15][C:16]1[CH:21]=[C:20]([C:22]([C:24]([F:27])([F:26])[F:25])=[CH2:23])[CH:19]=[C:18]([C:28]([F:31])([F:30])[F:29])[CH:17]=1.Cl([Na])=O>ClCCl>[Br:1][C:2]1[C:11]2[C:6](=[CH:7][CH:8]=[CH:9][CH:10]=2)[C:5]([C:12]2[CH2:23][C:22]([C:20]3[CH:19]=[C:18]([C:28]([F:29])([F:30])[F:31])[CH:17]=[C:16]([Cl:15])[CH:21]=3)([C:24]([F:27])([F:26])[F:25])[O:14][N:13]=2)=[CH:4][CH:3]=1. Reported procedure: Into a 250-mL round-bottom flask purged and maintained with an inert atmosphere of nitrogen, was placed dichloromethane (100 mL), (E)-N-[(4-bromonaphthalen-1-yl)methylidene]hydroxylamine (4.5 g, 17.99 mmol, 1.00 equiv), 1-chloro-3-(trifluoromethyl)-5-(3,3,3-trifluoroprop-1-en-2-yl)benzene (4.9 g, 17.84 mmol, 1.00 equiv), chlorosylsodium (30 mL). The resulting solution was stirred overnight at room temperature. The aqueous layer was extracted with 3×20 mL of dichloromethane and the organic layers... Starting materials: CC1=NC=2N(C(=C1)O)N=NN2 (5-methyl-7-hydroxytetrazolo[1,5-a]pyrimidine), P(=O)(Cl)(Cl)Cl (phosphorus oxychloride). Run in C(Cl)(Cl)Cl (chloroform). Reaction conditions: temperature 100 celsius, time 1.5 hour. Yields the product ClC1=CC(=NC=2N1N=NN2)C (7-chloro-5-methyltetrazolo[1,5-a]pyrimidine). Yield: 92.0%. Reaction SMILES: [CH3:1][C:2]1[CH:7]=[C:6](O)[N:5]2[N:9]=[N:10][N:11]=[C:4]2[N:3]=1.P(Cl)(Cl)([Cl:14])=O>C(Cl)(Cl)Cl>[Cl:14][C:6]1[N:5]2[N:9]=[N:10][N:11]=[C:4]2[N:3]=[C:2]([CH3:1])[CH:7]=1. Reported procedure: A mixture of 67.88 g (0.45 mole) of 5-methyl-7-hydroxytetrazolo[1,5-a]pyrimidine and 300 ml of phosphorus oxychloride was stirred for 1.5 hours in a bath of 100° C. and then concentrated. The residue obtained was dissolved in 600 ml of chloroform, ice-cooled and then washed with water, followed by drying over anhydrous magnesium sulfate to evaporate the solvent. The set residue was collected by filtration with addition of n-hexane and dried to obtain 70.2 g of the title compound (Yield: 92%). Reactants: CC(=O)OC1CCC2C3C(CCCCCCCCO)Cc4cc(OC(=O)c5ccccc5)ccc4C3CCC12C, CC(C)=O, CC(C)O. Yields the product CC(=O)OC1CCC2C3C(CCCCCCCC(=O)O)Cc4cc(OC(=O)c5ccccc5)ccc4C3CCC12C. RXN SMILES: [C:1]([CH3:2])(=[O:3])[O:4][CH:5]1[C:6]2([CH3:7])[CH:8]([CH2:9][CH2:10]1)[CH:11]1[CH:12]([CH2:32][CH2:33][CH2:34][CH2:35][CH2:36][CH2:37][CH2:38][CH2:39][OH:40])[CH2:13][c:14]3[cH:15][c:16]([O:23][C:24]([c:25]4[cH:26][cH:27][cH:28][cH:29][cH:30]4)=[O:31])[cH:17][cH:18][c:19]3[CH:20]1[CH2:21][CH2:22]2.[CH3:45][C:46](=[O:47])[CH3:48].[CH:41]([CH3:42])([CH3:43])[OH:44]>>[C:1]([CH3:2])(=[O:3])[O:4][CH:5]1[C:6]2([CH3:7])[CH:8]([CH2:9][CH2:10]1)[CH:11]1[CH:12]([CH2:32][CH2:33][CH2:34][CH2:35][CH2:36][CH2:37][CH2:38][C:39](=[O:40])[OH:44])[CH2:13][c:14]3[cH:15][c:16]([O:23][C:24]([c:25]4[cH:26][cH:27][cH:28][cH:29][cH:30]4)=[O:31])[cH:17][cH:18][c:19]3[CH:20]1[CH2:21][CH2:22]2. The reactants are C[Si](C)(C)C#C (trimethylsilylacetylene), IC1=CC=C(C=C1)C1=CC=C(C=C1)I (4,4'-diiodobiphenyl), cuprous iodide. The reagents and catalysts are Cl[Pd]([P](C1=CC=CC=C1)(C2=CC=CC=C2)C3=CC=CC=C3)([P](C4=CC=CC=C4)(C5=CC=CC=C5)C6=CC=CC=C6)Cl (bis(triphenylphosphine)palladium dichloride). The solvent is C(C)NCC (diethylamine). Product: C[Si](C)(C)C#CC1=CC=C(C=C1)C1=CC=C(C=C1)C#C[Si](C)(C)C (4,4'-di(trimethylsilylethynyl)biphenyl). Reaction SMILES: I[C:2]1[CH:7]=[CH:6][C:5]([C:8]2[CH:13]=[CH:12][C:11](I)=[CH:10][CH:9]=2)=[CH:4][CH:3]=1.[CH3:15][Si:16]([C:19]#[CH:20])([CH3:18])[CH3:17]>Cl[Pd](Cl)([P](C1C=CC=CC=1)(C1C=CC=CC=1)C1C=CC=CC=1)[P](C1C=CC=CC=1)(C1C=CC=CC=1)C1C=CC=CC=1.C(NCC)C>[CH3:15][Si:16]([C:19]#[C:20][C:2]1[CH:7]=[CH:6][C:5]([C:8]2[CH:13]=[CH:12][C:11]([C:20]#[C:19][Si:16]([CH3:18])([CH3:17])[CH3:15])=[CH:10][CH:9]=2)=[CH:4][CH:3]=1)([CH3:18])[CH3:17] |^1:23,42|. Procedure details: In a flask having its atmosphere completely displaced with nitrogen were charged 19 g of 4,4'-diiodobiphenyl, 1.31 g of bis(triphenylphosphine)palladium dichloride, 0.094 g of cuprous iodide and 500 ml of diethylamine. The temperature was elevated to 30° C. under stirring, and 11.04 g of trimethylsilylacetylene was added to the mixture, followed by allowing the mixture to react for 4.5 hours to obtain 4,4'-di(trimethylsilylethynyl)biphenyl. Hydrolysis of this product yielded 4,4'-diethynylbiphen... Reactants: CC(=O)O[BH-](OC(C)=O)OC(C)=O, C=O, ClCCCl, Cc1ccc2c(c1)Nc1ccccc1N=C2N1CCNC(CCc2cccc(F)c2)C1, [Na+]. Yields the product Cc1ccc2c(c1)Nc1ccccc1N=C2N1CCN(C)C(CCc2cccc(F)c2)C1. RXN SMILES: [C:34]([O:35][BH-:36]([O:37][C:38](=[O:39])[CH3:40])[O:41][C:42](=[O:43])[CH3:44])(=[O:45])[CH3:46].[CH2:32]=[O:33].[Cl:48][CH2:49][CH2:50][Cl:51].[F:1][c:2]1[cH:3][c:4]([CH2:8][CH2:9][CH:10]2[CH2:11][N:12]([C:16]3=[N:22][c:21]4[c:20]([cH:26][cH:25][cH:24][cH:23]4)[NH:19][c:18]4[c:17]3[cH:30][cH:29][c:28]([CH3:31])[cH:27]4)[CH2:13][CH2:14][NH:15]2)[cH:5][cH:6][cH:7]1.[Na+:47]>>[F:1][c:2]1[cH:3][c:4]([CH2:8][CH2:9][CH:10]2[CH2:11][N:12]([C:16]3=[N:22][c:21]4[c:20]([cH:26][cH:25][cH:24][cH:23]4)[NH:19][c:18]4[c:17]3[cH:30][cH:29][c:28]([CH3:31])[cH:27]4)[CH2:13][CH2:14][N:15]2[CH3:34])[cH:5][cH:6][cH:7]1.